From a dataset of the Open Reaction Database (ORD), a public repository of structured organic reaction records. describe an organic reaction: reactants, conditions, products, and yield Starting materials: CCc1c[nH]c(=O)[nH]c1=O, CCOCCl, CCCC[N+](CCCC)(CCCC)CCCC, ClCCl, C[Si](C)(C)C(C(N)=O)[Si](C)(C)C, [I-], [Na+], O=C([O-])O. Product: CCOCn1cc(CC)c(=O)[nH]c1=O. Reaction SMILES: [CH2:1]([CH3:2])[c:3]1[c:4](=[O:10])[nH:5][c:6](=[O:9])[nH:7][cH:8]1.[CH2:23]([CH3:24])[O:25][CH2:26][Cl:27].[CH2:34]([N+:35]([CH2:36][CH2:37][CH2:38][CH3:39])([CH2:40][CH2:41][CH2:42][CH3:43])[CH2:44][CH2:45][CH2:46][CH3:47])[CH2:48][CH2:49][CH3:50].[CH2:51]([Cl:52])[Cl:53].[CH3:11][Si:12]([CH:13]([Si:14]([CH3:15])([CH3:16])[CH3:17])[C:18]([NH2:19])=[O:20])([CH3:21])[CH3:22].[I-:33].[Na+:28].[OH:29][C:30](=[O:31])[O-:32]>>[CH2:1]([CH3:2])[c:3]1[c:4](=[O:10])[nH:5][c:6](=[O:9])[n:7]([CH2:26][O:25][CH2:23][CH3:24])[cH:8]1. Starting materials: ICCCOC1=CC=C(C=C1)NC=C1C(NC2=CC=CC=C12)=O (3-{[4-(3-Iodo-propoxy)-phenylamino]-methylene}-1,3-dihydro-indol-2-one), N1CCCCC1 (piperidine). Product: N1(CCCCC1)CCCOC1=CC=C(C=C1)NC=C1C(NC2=CC=CC=C12)=O (3-{[4-(3-Piperidin-1-yl-propoxy)-phenylamino]-methylene}-1,3-dihydro-indol-2-one). As a reaction SMILES: I[CH2:2][CH2:3][CH2:4][O:5][C:6]1[CH:11]=[CH:10][C:9]([NH:12][CH:13]=[C:14]2[C:22]3[C:17](=[CH:18][CH:19]=[CH:20][CH:21]=3)[NH:16][C:15]2=[O:23])=[CH:8][CH:7]=1.[NH:24]1[CH2:29][CH2:28][CH2:27][CH2:26][CH2:25]1>>[N:24]1([CH2:2][CH2:3][CH2:4][O:5][C:6]2[CH:11]=[CH:10][C:9]([NH:12][CH:13]=[C:14]3[C:22]4[C:17](=[CH:18][CH:19]=[CH:20][CH:21]=4)[NH:16][C:15]3=[O:23])=[CH:8][CH:7]=2)[CH2:29][CH2:28][CH2:27][CH2:26][CH2:25]1. Procedure details: In a manner similar to that described in Example 217, 3-{[4-(3-Iodo-propoxy)-phenylamino]-methylene}-1,3-dihydro-indol-2-one and piperidine are converted to the named compound. The reactants are FC1=C(C=CC(=C1)F)I (2,4-difluoro-1-iodobenzene), NC1=CC2=C(C(=C(O2)[Sn](CCCC)(CCCC)CCCC)C(=O)OCC)C=C1Br (ethyl 6-amino-5-bromo-2-(tributylstannyl)benzofuran-3-carboxylate). Reagents/catalysts: C=1C=CC(=CC1)[P](C=2C=CC=CC2)(C=3C=CC=CC3)[Pd]([P](C=4C=CC=CC4)(C=5C=CC=CC5)C=6C=CC=CC6)([P](C=7C=CC=CC7)(C=8C=CC=CC8)C=9C=CC=CC9)[P](C=1C=CC=CC1)(C=1C=CC=CC1)C=1C=CC=CC1 (Pd(PPh3)4). Solvent: C1(=CC=CC=C1)C (toluene). Conditions: temperature 60 celsius, time 8 hour. Product: NC1=CC2=C(C(=C(O2)C2=C(C=C(C=C2)F)F)C(=O)OCC)C=C1Br (ethyl 6-amino-5-bromo-2-(2,4-difluorophenyl)benzofuran-3-carboxylate). Isolated yield 9.0%. Reaction SMILES: [F:1][C:2]1[CH:7]=[C:6]([F:8])[CH:5]=[CH:4][C:3]=1I.[NH2:10][C:11]1[C:37]([Br:38])=[CH:36][C:14]2[C:15]([C:31]([O:33][CH2:34][CH3:35])=[O:32])=[C:16]([Sn](CCCC)(CCCC)CCCC)[O:17][C:13]=2[CH:12]=1>C1(C)C=CC=CC=1.C1C=CC([P]([Pd]([P](C2C=CC=CC=2)(C2C=CC=CC=2)C2C=CC=CC=2)([P](C2C=CC=CC=2)(C2C=CC=CC=2)C2C=CC=CC=2)[P](C2C=CC=CC=2)(C2C=CC=CC=2)C2C=CC=CC=2)(C2C=CC=CC=2)C2C=CC=CC=2)=CC=1>[NH2:10][C:11]1[C:37]([Br:38])=[CH:36][C:14]2[C:15]([C:31]([O:33][CH2:34][CH3:35])=[O:32])=[C:16]([C:3]3[CH:4]=[CH:5][C:6]([F:8])=[CH:7][C:2]=3[F:1])[O:17][C:13]=2[CH:12]=1 |^1:49,51,70,89|. Procedure details: 2,4-difluoro-1-iodobenzene (2.09 g, 8.72 mmol) and Pd(PPh3)4(20 mg) were added into a solution of ethyl 6-amino-5-bromo-2-(tributylstannyl)benzofuran-3-carboxylate (5 g, 8.72 mmol, prepared from ethyl 6-amino-5-bromobenzofuran-3-carboxylate with LDA and Bu3SnCl) in toluene (10 mL) under N2, then the mixture was stirred at 60° C. overnight. The reaction mixture was cooled to room temperature and filtered. The filtrate was washed with H2O, brine, dried over Na2SO4. After concentrated, the resultin... Starting materials: C1=C(C=CC2=CC=CC=C12)C=O (2-Napthaldehyde), NC1=NC=C(N=C1)Br (2-amino-5-bromopyrazine), [BH-](OC(=O)C)(OC(=O)C)OC(=O)C.[Na+] (Na(OAc)3BH). Solvent: ClC(C)Cl (dichloroethane), C(C)(=O)O (acetic acid), ClCCl (dichloromethane). The product is BrC=1N=CC(=NC1)NCC1=CC2=CC=CC=C2C=C1 (5-bromo-N-(naphthalen-2-ylmethyl)pyrazin-2-amine). Isolated yield 48.7%. As a reaction SMILES: [CH:1]1[C:10]2[C:5](=[CH:6][CH:7]=[CH:8][CH:9]=2)[CH:4]=[CH:3][C:2]=1[CH:11]=O.[NH2:13][C:14]1[CH:19]=[N:18][C:17]([Br:20])=[CH:16][N:15]=1.[BH-](OC(C)=O)(OC(C)=O)OC(C)=O.[Na+]>ClC(Cl)C.C(O)(=O)C.ClCCl>[Br:20][C:17]1[N:18]=[CH:19][C:14]([NH:13][CH2:11][C:2]2[CH:3]=[CH:4][C:5]3[C:10](=[CH:9][CH:8]=[CH:7][CH:6]=3)[CH:1]=2)=[N:15][CH:16]=1 |f:2.3|. Reported procedure: 2-Napthaldehyde (0.6 g, 3.84 mmol) and 2-amino-5-bromopyrazine (0.56 g, 3.201 mmol) were treated with Na(OAc)3BH (1.02 g, 4.802 mmol) in dichloroethane (15.0 mls) and acetic acid (0.5 mls) for 18 hours at room temperature. The mixture was diluted with dichloromethane, washed with 1.0 N NaOH, washed with brine, dried over MgSO4, and concentrated. Chromatography (SiO2, EtOAc:Hex, 1:1) gave 0.49 g 5-bromo-N-(naphthalen-2-ylmethyl)pyrazin-2-amine. Starting materials: NC1C(N(C2=C(N(C1=O)C)C=CC=C2)C)=O (3-Amino-2,4-dioxo-1,5-bis-methyl-2,3,4,5-tetrahydro-1H-1,5-benzodiazepine), C(=O)(OC(C)(C)C)N[C@@H](CCC)C(=O)O (Boc-L-norvaline), title intermediate. Product: C(C)(C)(C)OC(=O)N[C@@H](CCC)C(=O)C1(C(N(C2=C(N(C1=O)C)C=CC=C2)C)=O)N (3-[N′-(t-Butoxycarbonyl)-L-norvalinyl]-amino-2,4-dioxo-1,5-bis-methyl-2,3,4,5-tetrahydro-1H-1,5-benzodiazepine). RXN SMILES: [NH2:1][CH:2]1[C:8](=[O:9])[N:7]([CH3:10])[C:6]2[CH:11]=[CH:12][CH:13]=[CH:14][C:5]=2[N:4]([CH3:15])[C:3]1=[O:16].[C:17]([NH:24][C@H:25]([C:29](O)=[O:30])[CH2:26][CH2:27][CH3:28])([O:19][C:20]([CH3:23])([CH3:22])[CH3:21])=[O:18]>>[C:20]([O:19][C:17]([NH:24][C@H:25]([C:29]([C:2]1([NH2:1])[C:8](=[O:9])[N:7]([CH3:10])[C:6]2[CH:11]=[CH:12][CH:13]=[CH:14][C:5]=2[N:4]([CH3:15])[C:3]1=[O:16])=[O:30])[CH2:26][CH2:27][CH3:28])=[O:18])([CH3:22])([CH3:23])[CH3:21]. Procedure details: Following General Procedure D using the product from Example 4-R, Step C and Boc-L-norvaline (BACHEM) the title intermediate was prepared. HPLC purification eluting with EtOAc/Hexanes (60:40) afforded the title intermediate as a white solid. Run in CS(=O)C (DMSO). The yield is 78.5%. The product is C1(CC1)COC=1C(=CC=C2C(=CC(NC12)=O)NC1=C(C=NC=C1Cl)Cl)OC (8-(cyclopropylmethoxy)-4-(3,5-dichloropyridin-4-ylamino)-7-methoxy-quinolin-2(1H)-one). Procedure details: Sodium hydride (60%, 14 g, 350 mmol) was added (caution: H2 gas evolution) to a solution of 4-amino-8-(cyclopropylmethoxy)-7-methoxyquinolin-2(1H)-one (18 g, 69 mmol) and DMSO (200 mL) under N2. After 1 h at room temperature, 3,4,5-trichloropyridine (12.6 g, 69 mmol) was added portionwise with external cooling (internal temperature kept below 30° C.), and the reaction was warmed at 32° C. overnight. The reaction was quenched with water (40 mL) and adjusted to pH=6, with saturated potassium phosp... As a reaction SMILES: [H-].[Na+].[NH2:3][C:4]1[C:13]2[C:8](=[C:9]([O:16][CH2:17][CH:18]3[CH2:20][CH2:19]3)[C:10]([O:14][CH3:15])=[CH:11][CH:12]=2)[NH:7][C:6](=[O:21])[CH:5]=1.[Cl:22][C:23]1[CH:24]=[N:25][CH:26]=[C:27]([Cl:30])[C:28]=1Cl>CS(C)=O>[CH:18]1([CH2:17][O:16][C:9]2[C:10]([O:14][CH3:15])=[CH:11][CH:12]=[C:13]3[C:8]=2[NH:7][C:6](=[O:21])[CH:5]=[C:4]3[NH:3][C:28]2[C:27]([Cl:30])=[CH:26][N:25]=[CH:24][C:23]=2[Cl:22])[CH2:19][CH2:20]1 |f:0.1|. Run at temperature 32 celsius, time 1 hour. The reactants are [H-].[Na+] (Sodium hydride), NC1=CC(NC2=C(C(=CC=C12)OC)OCC1CC1)=O (4-amino-8-(cyclopropylmethoxy)-7-methoxyquinolin-2(1H)-one), ClC=1C=NC=C(C1Cl)Cl (3,4,5-trichloropyridine). Reactants: COC1=C(CNC(=O)C2(C3=CC=CC=C3C=3C=CC=CC23)CCCCBr)C=CC(=C1)OC (9-(4-bromo-butyl)-9H-fluorene-9-carboxylic acid-2,4-dimethoxy-benzylamide), N1(CCNCC1)C1=NC2=CC=CC=C2C=C1 (2-piperazin-1-yl-quinoline). Yields the product COC1=C(CNC(=O)C2(C3=CC=CC=C3C=3C=CC=CC23)CCCCN2CCN(CC2)C2=NC3=CC=CC=C3C=C2)C=CC(=C1)OC (9-[4-(4-quinolin-2-yl-piperazin-1-yl)-butyl]-9H-fluorene-9-carboxylic acid-2,4-dimethoxy-benzylamide). As a reaction SMILES: [CH3:1][O:2][C:3]1[CH:30]=[C:29]([O:31][CH3:32])[CH:28]=[CH:27][C:4]=1[CH2:5][NH:6][C:7]([C:9]1([CH2:22][CH2:23][CH2:24][CH2:25]Br)[C:21]2[CH:20]=[CH:19][CH:18]=[CH:17][C:16]=2[C:15]2[C:10]1=[CH:11][CH:12]=[CH:13][CH:14]=2)=[O:8].[N:33]1([C:39]2[CH:48]=[CH:47][C:46]3[C:41](=[CH:42][CH:43]=[CH:44][CH:45]=3)[N:40]=2)[CH2:38][CH2:37][NH:36][CH2:35][CH2:34]1>>[CH3:1][O:2][C:3]1[CH:30]=[C:29]([O:31][CH3:32])[CH:28]=[CH:27][C:4]=1[CH2:5][NH:6][C:7]([C:9]1([CH2:22][CH2:23][CH2:24][CH2:25][N:36]2[CH2:37][CH2:38][N:33]([C:39]3[CH:48]=[CH:47][C:46]4[C:41](=[CH:42][CH:43]=[CH:44][CH:45]=4)[N:40]=3)[CH2:34][CH2:35]2)[C:21]2[CH:20]=[CH:19][CH:18]=[CH:17][C:16]=2[C:15]2[C:10]1=[CH:11][CH:12]=[CH:13][CH:14]=2)=[O:8]. Reported procedure: Prepared analogously to Example 1 from 9-(4-bromo-butyl)-9H-fluorene-9-carboxylic acid-2,4-dimethoxy-benzylamide and 2-piperazin-1-yl-quinoline. Starting materials: C(=O)C1=CC=C(C(=O)O)C=C1 (4-formylbenzoic acid), CCO (EtOH), CCOCC (Et2O). The solvent is ClCCCl (1,2-dichloroethane). Yields the product C(=O)C1=CC=C(C(=O)OCC)C=C1 (Ethyl 4-formylbenzoate). The yield is 68.0%. Reaction SMILES: [CH:1]([C:3]1[CH:11]=[CH:10][C:6]([C:7]([OH:9])=[O:8])=[CH:5][CH:4]=1)=[O:2].[CH3:12][CH2:13]O.CCOCC>ClCCCl>[CH:1]([C:3]1[CH:11]=[CH:10][C:6]([C:7]([O:9][CH2:12][CH3:13])=[O:8])=[CH:5][CH:4]=1)=[O:2]. Procedure details: A mixture of 4-formylbenzoic acid (25 g) conc sulfuric acid (2 ml) and EtOH (19.5 ml) was refluxed gently for 5 days in 100 ml of 1,2-dichloroethane. The solvent was then stripped, and Et2O was added to the residue. The Et2O solution was washed (satd aq NaHCO3) dried (Na2SO4), filtered, and evaporated. Bulb to bulb distillation afforded 20.1 g (68%) of the title ester as a clear liquid, bp 145°-150° (2,900 Pascals, 22 torr). Reactants: N(=[N+]=[N-])[C@@H]1C(N([C@@H]1COCC(=O)OC)C1=CC=C(C=C1)OC)=O ((±)-(cis)-[(3-azido-1-(4-methoxyphenyl)-2-oxo-4-azetidinyl)methoxy]acetic acid, methyl ester), ceric ammonium nitrate. Run in C(C)#N (acetonitrile), O (water), O (water). The product is N(=[N+]=[N-])[C@@H]1C(N[C@@H]1COCC(=O)OC)=O ((±)-(cis)-[(3-Azido-2-oxo-4-azetidinyl)methoxy]acetic acid, methyl ester). The yield is 79.7%. RXN SMILES: [N:1]([C@H:4]1[C@@H:7]([CH2:8][O:9][CH2:10][C:11]([O:13][CH3:14])=[O:12])[N:6](C2C=CC(OC)=CC=2)[C:5]1=[O:23])=[N+:2]=[N-:3]>C(#N)C.O>[N:1]([C@H:4]1[C@@H:7]([CH2:8][O:9][CH2:10][C:11]([O:13][CH3:14])=[O:12])[NH:6][C:5]1=[O:23])=[N+:2]=[N-:3]. Reported procedure: A solution of (±)-(cis)-[(3-azido-1-(4-methoxyphenyl)-2-oxo-4-azetidinyl)methoxy]acetic acid, methyl ester (2.054 g, 6.44 mmole) in acetonitrile (40 ml) was cooled to -5° C. A solution of ceric ammonium nitrate (10.62 g, 19.32 mmole) in water (30 ml) was added rapidly over ca. forty-five seconds. The reaction was warmed to +10° C. over fifteen minutes, diluted with water (100 ml), and extracted with ethyl acetate (two 80 ml portions). Sodium chloride was added to the aqueous layer which was agai... The reactants are COc1ccccc1B(O)O, Clc1cc(Cl)ncn1, ClCCl, [Na+], [Na+], O=C([O-])[O-]. Yields the product COc1ccccc1-c1cc(Cl)ncn1. As a reaction SMILES: [CH3:9][O:10][c:11]1[c:12]([B:17]([OH:18])[OH:19])[cH:13][cH:14][cH:15][cH:16]1.[Cl:1][c:2]1[n:3][cH:4][n:5][c:6]([Cl:8])[cH:7]1.[Cl:26][CH2:27][Cl:28].[Na+:20].[Na+:21].[O-:22][C:23](=[O:24])[O-:25]>>[Cl:1][c:2]1[n:3][cH:4][n:5][c:6](-[c:12]2[c:11]([O:10][CH3:9])[cH:16][cH:15][cH:14][cH:13]2)[cH:7]1.